Dataset: the Open Reaction Database (ORD), a public repository of structured organic reaction records. Task: describe an organic reaction: reactants, conditions, products, and yield Starting materials: CCO, CS(C)=O, Nc1ncc(C2=CCN(S(=O)(=O)CCN3C(=O)c4ccccc4C3=O)CC2)nc1-c1nc2ccccc2[nH]1, NN. Product: NCCS(=O)(=O)N1CC=C(c2cnc(N)c(-c3nc4ccccc4[nH]3)n2)CC1. As a reaction SMILES: [CH3:41][CH2:42][OH:43].[CH3:44][S:45]([CH3:46])=[O:47].[NH2:1][c:2]1[n:3][cH:4][c:5]([C:17]2=[CH:18][CH2:19][N:20]([S:23](=[O:24])(=[O:25])[CH2:26][CH2:27][N:28]3[C:29](=[O:30])[c:31]4[c:32]([cH:33][cH:34][cH:35][cH:36]4)[C:37]3=[O:38])[CH2:21][CH2:22]2)[n:6][c:7]1-[c:8]1[n:9][c:10]2[c:11]([nH:12]1)[cH:13][cH:14][cH:15][cH:16]2.[NH2:39][NH2:40]>>[NH2:1][c:2]1[n:3][cH:4][c:5]([C:17]2=[CH:18][CH2:19][N:20]([S:23](=[O:24])(=[O:25])[CH2:26][CH2:27][NH2:28])[CH2:21][CH2:22]2)[n:6][c:7]1-[c:8]1[n:9][c:10]2[c:11]([nH:12]1)[cH:13][cH:14][cH:15][cH:16]2. The reactants are C(C)C1=[N+](C=CC(=C1)[N+](=O)[O-])[O-] (2-ethyl-4-nitro-pyridine-1-oxide). The reagents and catalysts are [Fe] (iron). The solvent is C(Cl)Cl.CO (DCM MeOH), CCO (EtOH), [NH4+].[Cl-] (NH4Cl). Yields the product C(C)C1=NC=CC(=C1)N (2-Ethyl-pyridin-4-ylamine). Reaction SMILES: [CH2:1]([C:3]1[CH:8]=[C:7]([N+:9]([O-])=O)[CH:6]=[CH:5][N+:4]=1[O-])[CH3:2]>CCO.[NH4+].[Cl-].C(Cl)Cl.CO.[Fe]>[CH2:1]([C:3]1[CH:8]=[C:7]([NH2:9])[CH:6]=[CH:5][N:4]=1)[CH3:2] |f:2.3,4.5|. Procedure: A solution of 388.0 g (2.3 mol) 2-ethyl-4-nitro-pyridine-1-oxide in 3.0 L EtOH and 1.0 L saturated NH4Cl solution (1.0 L) is stirred with 647.5 g (11.6 mol) iron powder. This mixture is refluxed for 3 h. The iron powder is filtered off with Celite®, and the solvent is removed from the filtrate in vaccuo to afford a crude oil. This oil is diluted with DCM/MeOH (1.0 L, 10:1) and the undissolved NH4Cl is removed by filtration, the filtrate is dried in vaccuo to afford the title compound. Yield: 200... Starting materials: CC(C)=O, COc1cc(C)c(S(=O)(=O)N(C)Cc2nc3cccc(CCl)c3[nH]2)c(C)c1, Cl, Cl, [K+], [K+], O=C([O-])[O-], c1cc(N2CCC3(CCNCC3)CC2)ccn1. Yields the product COc1cc(C)c(S(=O)(=O)N(C)Cc2nc3cccc(CN4CCC5(CC4)CCN(c4ccncc4)CC5)c3[nH]2)c(C)c1. As a reaction SMILES: [CH3:53][C:54](=[O:55])[CH3:56].[Cl:1][CH2:2][c:3]1[cH:4][cH:5][cH:6][c:7]2[c:8]1[nH:9][c:10]([CH2:12][N:13]([S:14](=[O:15])(=[O:16])[c:17]1[c:18]([CH3:26])[cH:19][c:20]([O:24][CH3:25])[cH:21][c:22]1[CH3:23])[CH3:27])[n:11]2.[ClH:34].[ClH:35].[K+:28].[K+:29].[O-:30][C:31]([O-:32])=[O:33].[n:36]1[cH:37][cH:38][c:39]([N:42]2[CH2:43][CH2:44][C:45]3([CH2:46][CH2:47][NH:48][CH2:49][CH2:50]3)[CH2:51][CH2:52]2)[cH:40][cH:41]1>>[CH2:2]([c:3]1[cH:4][cH:5][cH:6][c:7]2[c:8]1[nH:9][c:10]([CH2:12][N:13]([S:14](=[O:15])(=[O:16])[c:17]1[c:18]([CH3:26])[cH:19][c:20]([O:24][CH3:25])[cH:21][c:22]1[CH3:23])[CH3:27])[n:11]2)[N:48]1[CH2:47][CH2:46][C:45]2([CH2:44][CH2:43][N:42]([c:39]3[cH:38][cH:37][n:36][cH:41][cH:40]3)[CH2:52][CH2:51]2)[CH2:50][CH2:49]1. RXN SMILES: [Br:1][C:2]1[CH:7]=[CH:6][C:5]([N:8]2[CH:12]=[CH:11][N:10]=[CH:9]2)=[CH:4][CH:3]=1.Br[CH2:14][CH2:15][CH3:16]>C1COCC1>[Br-:1].[Br:1][C:2]1[CH:3]=[CH:4][C:5]([N+:8]2[CH:12]=[CH:11][N:10]([CH2:14][CH2:15][CH3:16])[CH:9]=2)=[CH:6][CH:7]=1 |f:3.4|. Procedure details: According to the general synthesis procedure, 4.48 mmol (1.00 g) 1-(4-bromophenyl)imidazole and 5.40 mmol (0.660 g, 0.49 ml) 1-bromopropane are dissolved in 5 ml THF and heated for 20 h to 90° C. The reactants are BrC1=CC=C(C=C1)N1C=NC=C1 (1-(4-bromophenyl)imidazole), BrCCC (1-bromopropane). Product: [Br-].BrC1=CC=C(C=C1)[N+]1=CN(C=C1)CCC (1-(4-bromophenyl)-3-propyl imidazolium bromide). Run in C1CCOC1 (THF). Starting materials: BrC=1C=C2C=CC(NC2=CC1)=O (6-bromoquinolin-2(1H)-one), [H-].[Na+] (NaH), ClCC1=CC=C(C=C1)OC (1-(chloromethyl)-4-methoxybenzene). Solvent: O (water), CN(C)C=O (DMF). Run at time 30 minute. Yields the product BrC=1C=C2C=CC(N(C2=CC1)CC1=CC=C(C=C1)OC)=O (6-bromo-1-(4-methoxybenzyl)quinolin-2(1H)-one). Yield: 78.2%. RXN SMILES: [Br:1][C:2]1[CH:3]=[C:4]2[C:9](=[CH:10][CH:11]=1)[NH:8][C:7](=[O:12])[CH:6]=[CH:5]2.[H-].[Na+].Cl[CH2:16][C:17]1[CH:22]=[CH:21][C:20]([O:23][CH3:24])=[CH:19][CH:18]=1>CN(C=O)C.O>[Br:1][C:2]1[CH:3]=[C:4]2[C:9](=[CH:10][CH:11]=1)[N:8]([CH2:16][C:17]1[CH:22]=[CH:21][C:20]([O:23][CH3:24])=[CH:19][CH:18]=1)[C:7](=[O:12])[CH:6]=[CH:5]2 |f:1.2|. Reported procedure: To a stirred solution of 6-bromoquinolin-2(1H)-one (2 g, 8.92 mmol) in DMF (20 mL) was added NaH (0.26 g, 10.7 mmol) at 0° C. After stirring for 30 min, 1-(chloromethyl)-4-methoxybenzene (1.67 g, 10.7 mmol) was added and the resulting reaction mixture was stirred at RT overnight. The reaction mixture was diluted with water and the precipitate was filtered, washed with water and dried. The crude product was purified by flash chromatography on silica gel using hexane/ethyl acetate to give 6-bromo-...